From a dataset of the Open Reaction Database (ORD), a public repository of structured organic reaction records. describe an organic reaction: reactants, conditions, products, and yield The reactants are O=[N+]([O-])c1ccc(Br)nc1, O=C([O-])[O-], CN1C(=O)CCC2(C)c3ccc(S)cc3CCC12, CN(C)C=O, CCOC(C)=O, [K+], [K+]. Product: CN1C(=O)CCC2(C)c3ccc(Sc4ccc([N+](=O)[O-])cn4)cc3CCC12. RXN SMILES: [Br:25][c:26]1[n:27][cH:28][c:29]([N+:32](=[O:33])[O-:34])[cH:30][cH:31]1.[C:19](=[O:20])([O-:21])[O-:22].[CH3:1][N:2]1[C:3](=[O:18])[CH2:4][CH2:5][C:6]2([CH3:17])[c:7]3[c:8]([cH:12][c:13]([SH:16])[cH:14][cH:15]3)[CH2:9][CH2:10][CH:11]12.[CH3:35][N:36]([CH3:37])[CH:38]=[O:39].[CH3:40][CH2:41][O:42][C:43](=[O:44])[CH3:45].[K+:23].[K+:24]>>[CH3:1][N:2]1[C:3](=[O:18])[CH2:4][CH2:5][C:6]2([CH3:17])[c:7]3[c:8]([cH:12][c:13]([S:16][c:26]4[n:27][cH:28][c:29]([N+:32](=[O:33])[O-:34])[cH:30][cH:31]4)[cH:14][cH:15]3)[CH2:9][CH2:10][CH:11]12.